This data is from the Open Reaction Database (ORD), a public repository of structured organic reaction records. The task is: describe an organic reaction: reactants, conditions, products, and yield Reactants: C(C1=CC=CC=C1)OC1=CC=C2C=CC=C(C2=C1)N1C(CN(CC1)CC=1N=C(N(C1)CC1=CC(=C(C=C1)C#N)F)C)=O (1-(7-Benzyloxy-1-naphthyl)-4-[1-(4-cyano-3-fluorobenzyl)-2-methyl-4-imidazolylmethyl]-2-piperazinone), [H][H] (hydrogen). Reagents/catalysts: [Pd] (palladium on carbon). Solvent: CO.CCOC(=O)C (MeOH EtOAc). Run at time 16 hour. Yields the product OC1=CC=C2C=CC=C(C2=C1)N1C(CN(CC1)CC=1N=C(N(C1)CC1=CC(=C(C=C1)C#N)F)C)=O (1-(7-Hydroxy-1-naphthyl)-4-[1-(4-cyano-3-fluorobenzyl)-2-methyl-4-imidazolylmethyl]-2-piperazinone). As a reaction SMILES: C([O:8][C:9]1[CH:18]=[C:17]2[C:12]([CH:13]=[CH:14][CH:15]=[C:16]2[N:19]2[CH2:24][CH2:23][N:22]([CH2:25][C:26]3[N:27]=[C:28]([CH3:41])[N:29]([CH2:31][C:32]4[CH:37]=[CH:36][C:35]([C:38]#[N:39])=[C:34]([F:40])[CH:33]=4)[CH:30]=3)[CH2:21][C:20]2=[O:42])=[CH:11][CH:10]=1)C1C=CC=CC=1.[H][H]>CO.CCOC(C)=O.[Pd]>[OH:8][C:9]1[CH:18]=[C:17]2[C:12]([CH:13]=[CH:14][CH:15]=[C:16]2[N:19]2[CH2:24][CH2:23][N:22]([CH2:25][C:26]3[N:27]=[C:28]([CH3:41])[N:29]([CH2:31][C:32]4[CH:37]=[CH:36][C:35]([C:38]#[N:39])=[C:34]([F:40])[CH:33]=4)[CH:30]=3)[CH2:21][C:20]2=[O:42])=[CH:11][CH:10]=1 |f:2.3|. Procedure details: To a solution of the benzyl ether from Step B (240 mg, 0.43 mmol) in 4 mL of 1:1 MeOH/EtOAc was added 10% palladium on carbon (240 mg). The solution was stirred under a balloon atmosphere of hydrogen at room temperature. After 16 hours, the solution was filtered through celite. Concentration in vacuo provided the titled which was used in the next reaction without further purification. The reactants are N1CCSCC1 (thiomorpholine), C([O-])([O-])=O.[K+].[K+] (potassium carbonate), C1(=CC=CC=C1)C(=O)NC1CN(CC(C1)C1=CC=C(C=C1)C(F)(F)F)C(=O)OC1=CC=C(C=C1)[N+](=O)[O-] (4-nitrophenyl 3-[(phenylcarbonyl)amino]-5-[4-(trifluoromethyl)phenyl]piperidine-1-carboxylate). Run in CN(C)C=O (DMF). The product is N1(CCSCC1)C(=O)N1CC(CC(C1)C1=CC=C(C=C1)C(F)(F)F)NC(=O)C1=CC=CC=C1 (N-{1-(Thiomorpholin-4-ylcarbonyl)-5-[4-(trifluoromethyl)phenyl]piperidin-3-yl}benzenecarboxamide). As a reaction SMILES: [C:1]1([C:7]([NH:9][CH:10]2[CH2:15][CH:14]([C:16]3[CH:21]=[CH:20][C:19]([C:22]([F:25])([F:24])[F:23])=[CH:18][CH:17]=3)[CH2:13][N:12]([C:26]([O:28]C3C=CC([N+]([O-])=O)=CC=3)=O)[CH2:11]2)=[O:8])[CH:6]=[CH:5][CH:4]=[CH:3][CH:2]=1.[NH:38]1[CH2:43][CH2:42][S:41][CH2:40][CH2:39]1.C(=O)([O-])[O-].[K+].[K+]>CN(C=O)C>[N:38]1([C:26]([N:12]2[CH2:13][CH:14]([C:16]3[CH:21]=[CH:20][C:19]([C:22]([F:25])([F:23])[F:24])=[CH:18][CH:17]=3)[CH2:15][CH:10]([NH:9][C:7]([C:1]3[CH:2]=[CH:3][CH:4]=[CH:5][CH:6]=3)=[O:8])[CH2:11]2)=[O:28])[CH2:43][CH2:42][S:41][CH2:40][CH2:39]1 |f:2.3.4|. Procedure details: 80 mg (0.16 mmol) of 4-nitrophenyl 3-[(phenylcarbonyl)amino]-5-[4-(trifluoromethyl)phenyl]piperidine-1-carboxylate were initially charged in 1.7 ml of DMF, and 48 mg (0.47 mmol) of thiomorpholine and 22 mg (0.16 mmol) of potassium carbonate were added. The mixture was reacted in a microwave (Emrys Optimizer) at 150° C. for 15 min. The crude product was then purified by preparative HPLC (Reprosil C18, water/acetonitrile gradient). Yield: 45 mg (60% of theory) Reactants: ( i ), ( i ), disaccharides, O=C[C@H](O)[C@@H](O)[C@@H](O)[C@H](O)CO (galactose), ( ii ), ( i ), ( i ), ( ii ), C([C@@H]1[C@H]([C@@H]([C@H]([C@H](O1)OC[C@@H]2[C@H]([C@@H](C(O2)(CO)O)O)O)O)O)O)O (palatinose), ( ii ), ( i ), ( ii ), ( i ). The product is disaccharides, O=C[C@H](O)[C@@H](O)[C@@H](O)[C@H](O)CO (galactose), C([C@@H]1[C@H]([C@@H]([C@H]([C@H](O1)OC[C@@H]2[C@H]([C@@H](C(O2)(CO)O)O)O)O)O)O)O (palatinose), O=C[C@H](O)[C@@H](O)[C@H](O)[C@H](O)CO (glucose). As a reaction SMILES: [O:1]=[CH:2][C@@H:3]([C@H:5]([C@H:7]([C@@H:9]([CH2:11][OH:12])[OH:10])[OH:8])[OH:6])[OH:4].[CH2:13]([OH:35])[C@H:14]1[O:19][C@H:18]([O:20][CH2:21][C@H:22]2[O:26][C:25]([OH:29])([CH2:27][OH:28])[C@@H:24]([OH:30])[C@@H:23]2[OH:31])[C@H:17]([OH:32])[C@@H:16]([OH:33])[C@@H:15]1[OH:34]>>[O:1]=[CH:2][C@@H:3]([C@H:5]([C@H:7]([C@@H:9]([CH2:11][OH:12])[OH:10])[OH:8])[OH:6])[OH:4].[CH2:13]([OH:35])[C@H:14]1[O:19][C@H:18]([O:20][CH2:21][C@H:22]2[O:26][C:25]([OH:29])([CH2:27][OH:28])[C@@H:24]([OH:30])[C@@H:23]2[OH:31])[C@H:17]([OH:32])[C@@H:16]([OH:33])[C@@H:15]1[OH:34].[O:1]=[CH:2][C@@H:3]([C@H:5]([C@@H:7]([C@@H:9]([CH2:11][OH:12])[OH:10])[OH:8])[OH:6])[OH:4]. Procedure details: Taking into account only components (i) and (ii), which are present in the compositions of the invention in relative proportions of 5-60 and 10-75 weight parts, their proportions on a 100% basis are (i) 5/80-60/70 and (ii) 10/70-75/80, or (i) 6.25-85.7 wt. % and (ii) 14.3-93.75%. The most preferred ratios are (i) 10/60-30/48 (16.7-62.5 wt. % and (ii) 18/48-50/60 (37.5-83.3 wt.). Taking only the disaccharides (ii-a), the relative proportion is (i) 5/65-60/70 (7.7-85.7 wt. %) and (ii-a) 10/70-60/6... The reactants are C(O)C(C(C1=CC=CC=C1)=O)(O)C1=CC=CC=C1 (α-methylolbenzoin), O=CC(Cl)(Cl)Cl (chloral). Yields the product ClC(C1OCC(O1)(C1=CC=CC=C1)C(C1=CC=CC=C1)=O)(Cl)Cl (2-trichloromethyl-4-benzoyl-4-phenyl-1, 3-dioxolane). The yield is 63.0%. RXN SMILES: [CH2:1]([C:3]([C:13]1[CH:18]=[CH:17][CH:16]=[CH:15][CH:14]=1)([OH:12])[C:4](=[O:11])[C:5]1[CH:10]=[CH:9][CH:8]=[CH:7][CH:6]=1)[OH:2].O=[CH:20][C:21]([Cl:24])([Cl:23])[Cl:22]>>[Cl:22][C:21]([Cl:24])([Cl:23])[CH:20]1[O:12][C:3]([C:4](=[O:11])[C:5]2[CH:10]=[CH:9][CH:8]=[CH:7][CH:6]=2)([C:13]2[CH:18]=[CH:17][CH:16]=[CH:15][CH:14]=2)[CH2:1][O:2]1. Procedure details: The procedure of Example 1 was repeated except that the starting materials were α-methylolbenzoin and chloral. The product was a 63% yield of 2-trichloromethyl-4-benzoyl-4-phenyl-1, 3-dioxolane, analyzed as follows: Starting materials: C=CC(=O)OC, COC(=O)CC1c2cccc(F)c2NC(=O)N1c1cc(C(F)(F)F)ccc1OC, COc1ccc(C(F)(F)F)cc1NC(=O)Nc1ccccc1F. Yields the product COC(=O)C=Cc1cccc(F)c1NC(=O)Nc1cc(C(F)(F)F)ccc1OC. As a reaction SMILES: [C:53]([O:54][CH3:55])(=[O:56])[CH:57]=[CH2:58].[F:1][c:2]1[cH:3][cH:4][cH:5][c:6]2[c:11]1[NH:10][C:9](=[O:12])[N:8]([c:13]1[c:14]([O:23][CH3:24])[cH:15][cH:16][c:17]([C:19]([F:20])([F:21])[F:22])[cH:18]1)[CH:7]2[CH2:25][C:26](=[O:27])[O:28][CH3:29].[F:30][c:31]1[cH:32][cH:33][cH:34][cH:35][c:36]1[NH:37][C:38]([NH:39][c:40]1[cH:41][c:42]([C:43]([F:44])([F:45])[F:46])[cH:47][cH:48][c:49]1[O:50][CH3:51])=[O:52]>>[F:1][c:2]1[cH:3][cH:4][cH:5][c:6]([CH:7]=[CH:25][C:26](=[O:27])[O:28][CH3:29])[c:11]1[NH:10][C:9]([NH:8][c:13]1[c:14]([O:23][CH3:24])[cH:15][cH:16][c:17]([C:19]([F:20])([F:21])[F:22])[cH:18]1)=[O:12].